Dataset: the Open Reaction Database (ORD), a public repository of structured organic reaction records. Task: describe an organic reaction: reactants, conditions, products, and yield Reactants: C(=O)(O)CCC=1C(=C(NC1)C=O)C (4-(2-carboxyethyl)-2-formyl-3-methylpyrrole), C(C)OC=1C=C(C=CC1)C1=CC=C2CC(NC2=C1)=O (6-(3-ethoxyphenyl)-2-oxindole). The reagents and catalysts are N1CCCCC1 (piperidine). Run in C(C)O (ethanol). Product: C(C)OC=1C=C(C=CC1)C1=CC=C2C(C(NC2=C1)=O)=CC1=C(C(=CN1)CCC(=O)O)C (3-{5-[6-(3-Ethoxy-phenyl)-2-oxo-1,2-dihydroindol-3-ylidenemethyl]-4-methyl-1H-pyrrol-3-yl}-propionic acid). Isolated yield 96.1%. As a reaction SMILES: [C:1]([CH2:4][CH2:5][C:6]1[C:7]([CH3:13])=[C:8]([CH:11]=O)[NH:9][CH:10]=1)([OH:3])=[O:2].[CH2:14]([O:16][C:17]1[CH:18]=[C:19]([C:23]2[CH:31]=[C:30]3[C:26]([CH2:27][C:28](=[O:32])[NH:29]3)=[CH:25][CH:24]=2)[CH:20]=[CH:21][CH:22]=1)[CH3:15]>N1CCCCC1.C(O)C>[CH2:14]([O:16][C:17]1[CH:18]=[C:19]([C:23]2[CH:31]=[C:30]3[C:26]([C:27](=[CH:11][C:8]4[NH:9][CH:10]=[C:6]([CH2:5][CH2:4][C:1]([OH:3])=[O:2])[C:7]=4[CH3:13])[C:28](=[O:32])[NH:29]3)=[CH:25][CH:24]=2)[CH:20]=[CH:21][CH:22]=1)[CH3:15]. Procedure details: 4-(2-carboxyethyl)-2-formyl-3-methylpyrrole (90.5 mg), 127 mg 6-(3-ethoxyphenyl)-2-oxindole and 2 drops piperidine in 2 mL of ethanol were heated at 90° C. overnight. The reaction mixture was cooled and concentrated. The residue was suspended in 6 N aqueous hydrochloric acid. The precipitate was filtered, washed with water to pH 6 and dried in a vacuum oven overnight to give 200 mg (96%) of the title compound as a brown solid. The reactants are Fc1ccc(-c2ccc(Br)cc2)cc1F, C1CCOC1, CC(C)CC[SiH]1CCC(CCC2CCC(Br)CC2)CC1, Cl[Cu], [Mg]. Product: CC(C)CC[SiH]1CCC(CCC2CCC(c3ccc(-c4ccc(F)c(F)c4)cc3)CC2)CC1. Reaction SMILES: [Br:1][c:2]1[cH:3][cH:4][c:5](-[c:8]2[cH:9][c:10]([F:15])[c:11]([F:14])[cH:12][cH:13]2)[cH:6][cH:7]1.[CH2:39]1[O:40][CH2:41][CH2:42][CH2:43]1.[CH3:17][CH:18]([CH2:19][CH2:20][SiH:21]1[CH2:22][CH2:23][CH:24]([CH2:27][CH2:28][CH:29]2[CH2:30][CH2:31][CH:32]([Br:35])[CH2:33][CH2:34]2)[CH2:25][CH2:26]1)[CH3:36].[Cl:37][Cu:38].[Mg:16]>>[c:2]1([CH:32]2[CH2:31][CH2:30][CH:29]([CH2:28][CH2:27][CH:24]3[CH2:23][CH2:22][SiH:21]([CH2:20][CH2:19][CH:18]([CH3:17])[CH3:36])[CH2:26][CH2:25]3)[CH2:34][CH2:33]2)[cH:3][cH:4][c:5](-[c:8]2[cH:9][c:10]([F:15])[c:11]([F:14])[cH:12][cH:13]2)[cH:6][cH:7]1. Starting materials: C(C)(C)(C)OC(=O)N1CCN(CC1)C1=CC=C(C=C1)NC=1C=2N(C=C(N1)Br)C=CN2 (4-[4-(6-bromo-imidazo[1,2-a]pyrazin-8-ylamino)-phenyl]-piperazine-1-carboxylic acid tert-butyl ester), S(=O)(=O)(O)O.NC=1C=C(C=CC1)B(O)O.NC=1C=C(C=CC1)B(O)O (3-aminophenylboronic acid hemisulfate), C([O-])([O-])=O.[Na+].[Na+] (sodium carbonate), C(OC)COC (dimethoxyethane). The reagents and catalysts are C=1C=CC(=CC1)[P](C=2C=CC=CC2)(C=3C=CC=CC3)[Pd]([P](C=4C=CC=CC4)(C=5C=CC=CC5)C=6C=CC=CC6)([P](C=7C=CC=CC7)(C=8C=CC=CC8)C=9C=CC=CC9)[P](C=1C=CC=CC1)(C=1C=CC=CC1)C=1C=CC=CC1 (tetrakis(triphenylphosphine)palladium). Solvent: O (water). Conditions: temperature 95 celsius. Product: C(C)(C)(C)OC(=O)N1CCN(CC1)C1=CC=C(C=C1)NC=1C=2N(C=C(N1)C1=CC(=CC=C1)N)C=CN2 (4-{4-[6-(3-amino-phenyl)-imidazo[1,2-a]pyrazin-8-ylamino]-phenyl}-piperazine-1-carboxylic acid tert-butyl ester). Reaction SMILES: [C:1]([O:5][C:6]([N:8]1[CH2:13][CH2:12][N:11]([C:14]2[CH:19]=[CH:18][C:17]([NH:20][C:21]3[C:22]4[N:23]([CH:28]=[CH:29][N:30]=4)[CH:24]=[C:25](Br)[N:26]=3)=[CH:16][CH:15]=2)[CH2:10][CH2:9]1)=[O:7])([CH3:4])([CH3:3])[CH3:2].S(O)(O)(=O)=O.[NH2:36][C:37]1[CH:38]=[C:39](B(O)O)[CH:40]=[CH:41][CH:42]=1.NC1C=C(B(O)O)C=CC=1.C(=O)([O-])[O-].[Na+].[Na+].C(COC)OC>C1C=CC([P]([Pd]([P](C2C=CC=CC=2)(C2C=CC=CC=2)C2C=CC=CC=2)([P](C2C=CC=CC=2)(C2C=CC=CC=2)C2C=CC=CC=2)[P](C2C=CC=CC=2)(C2C=CC=CC=2)C2C=CC=CC=2)(C2C=CC=CC=2)C2C=CC=CC=2)=CC=1.O>[C:1]([O:5][C:6]([N:8]1[CH2:13][CH2:12][N:11]([C:14]2[CH:19]=[CH:18][C:17]([NH:20][C:21]3[C:22]4[N:23]([CH:28]=[CH:29][N:30]=4)[CH:24]=[C:25]([C:41]4[CH:40]=[CH:39][CH:38]=[C:37]([NH2:36])[CH:42]=4)[N:26]=3)=[CH:16][CH:15]=2)[CH2:10][CH2:9]1)=[O:7])([CH3:4])([CH3:3])[CH3:2] |f:1.2.3,4.5.6,^1:71,73,92,111|. Procedure: A mixture of 4-(6-bromoimidazo[1,2-a]pyrazin-8-ylamino)benzoic acid ethyl ester (13) (4,33 mmol), 3-aminophenylboronic acid hemisulfate (5,63 mmol), tetrakis(triphenylphosphine)palladium (0.2 mmol), 1N aqueous sodium carbonate solution (13 mL), and dimethoxyethane (70 mL) is heated at 95° C. for 2 days. The mixture is allowed to cool, treated with water (100 mL), and extracted with ethyl acetate (3×80 mL). The extracts are washed with water (2×75 mL) and brine (1×75 mL), dried over magnesium sul... As a reaction SMILES: Br[CH2:2][CH2:3][CH2:4][CH2:5][CH2:6][C:7]([O:9][CH2:10][CH3:11])=[O:8].C([CH2:19][NH2:20])C1C=CC=CC=1>>[CH3:19][NH:20][CH2:2][CH2:3][CH2:4][CH2:5][CH2:6][C:7]([O:9][CH2:10][CH3:11])=[O:8]. Reactants: BrCCCCCC(=O)OCC (Ethyl 6-bromohexanoate), C(C1=CC=CC=C1)CN (benzylmethylamine). Isolated yield 99.8%. Product: CNCCCCCC(=O)OCC (Ethyl 6-(methylamino)hexanoate). Procedure: Ethyl 6-bromohexanoate (6.00 g, 26.9 mmol) and benzylmethylamine (6.52 g, 53.8 mmol) were used to give the title compound (4.65 g; yield, 99%) as a colorless oily substance according to the method described in Example 68a. Reactants: CC(=O)O[BH-](OC(C)=O)OC(C)=O, ClCCCl, Cc1ccc(-c2ccc3c(c2)C=C(C(=O)NC2CCNCC2)CCO3)cc1, [Na+], [Na+], O=C1CCOCC1, [OH-]. Product: Cc1ccc(-c2ccc3c(c2)C=C(C(=O)NC2CCN(C4CCOCC4)CC2)CCO3)cc1. As a reaction SMILES: [C:35]([O:36][BH-:37]([O:38][C:39](=[O:40])[CH3:41])[O:42][C:43](=[O:44])[CH3:45])(=[O:46])[CH3:47].[Cl:51][CH2:52][CH2:53][Cl:54].[NH:1]1[CH2:2][CH2:3][CH:4]([NH:7][C:8](=[O:9])[C:10]2=[CH:16][c:15]3[c:14]([cH:20][cH:19][c:18](-[c:21]4[cH:22][cH:23][c:24]([CH3:27])[cH:25][cH:26]4)[cH:17]3)[O:13][CH2:12][CH2:11]2)[CH2:5][CH2:6]1.[Na+:48].[Na+:50].[O:28]1[CH2:29][CH2:30][C:31](=[O:34])[CH2:32][CH2:33]1.[OH-:49]>>[N:1]1([CH:31]2[CH2:30][CH2:29][O:28][CH2:33][CH2:32]2)[CH2:2][CH2:3][CH:4]([NH:7][C:8](=[O:9])[C:10]2=[CH:16][c:15]3[c:14]([cH:20][cH:19][c:18](-[c:21]4[cH:22][cH:23][c:24]([CH3:27])[cH:25][cH:26]4)[cH:17]3)[O:13][CH2:12][CH2:11]2)[CH2:5][CH2:6]1.